From a dataset of the Open Reaction Database (ORD), a public repository of structured organic reaction records. describe an organic reaction: reactants, conditions, products, and yield The reactants are [Si](C)(C)(C(C)(C)C)OCC1(CC=2N(CCS1)C(=NN2)C2(CC2)C2=C(C=C(C=C2)C=2C=NN(C2)C)F)C (8-({[Tert-butyl(dimethyl)silyl]oxy}methyl)-3-{1-[2-fluoro-4-(1-methyl-1H-pyrazol-4-yl)phenyl]cyclopropyl}-8-methyl-5,6,8,9-tetrahydro[1,2,4]triazolo[4,3-d][1,4]thiazepine), Cl (hydrochloric acid). Run in CO (methanol). Product: FC1=C(C=CC(=C1)C=1C=NN(C1)C)C1(CC1)C1=NN=C2N1CCSC(C2)(C)CO ((3-{1-[2-Fluoro-4-(1-methyl-1H-pyrazol-4-yl)phenyl]cyclopropyl}-8-methyl-5,6,8,9-tetrahydro[1,2,4]triazolo[4,3-d][1,4]thiazepin-8-yl)methanol). Yield: 69.1%. As a reaction SMILES: [Si]([O:8][CH2:9][C:10]1([CH3:36])[S:16][CH2:15][CH2:14][N:13]2[C:17]([C:20]3([C:23]4[CH:28]=[CH:27][C:26]([C:29]5[CH:30]=[N:31][N:32]([CH3:34])[CH:33]=5)=[CH:25][C:24]=4[F:35])[CH2:22][CH2:21]3)=[N:18][N:19]=[C:12]2[CH2:11]1)(C(C)(C)C)(C)C.Cl>CO>[F:35][C:24]1[CH:25]=[C:26]([C:29]2[CH:30]=[N:31][N:32]([CH3:34])[CH:33]=2)[CH:27]=[CH:28][C:23]=1[C:20]1([C:17]2[N:13]3[CH2:14][CH2:15][S:16][C:10]([CH2:9][OH:8])([CH3:36])[CH2:11][C:12]3=[N:19][N:18]=2)[CH2:21][CH2:22]1. Procedure details: A solution of the compound (368 mg, 0.70 mmol) obtained in Example 80-1) and 4 M hydrochloric acid (1,4-dioxane solution, 3 mL) in methanol (6 mL) was stirred overnight at room temperature. The reaction mixture was concentrated under reduced pressure, a 5 M aqueous sodium hydroxide solution (10 mL) was added to the residue, the mixture was extracted with ethyl acetate, and the organic layer was washed with saturated sodium chloride solution and dried with anhydrous sodium sulfate. After concentr... Solvent: [Cl-].[Na+].O (brine), C(C)(=O)OCC (ethyl acetate). Reagents/catalysts: CC([O-])C.[Ti+4].CC([O-])C.CC([O-])C.CC([O-])C (titanium (IV) isopropoxide). Reaction conditions: temperature -78 celsius, time 30 minute. Reactants: [Mg] (magnesium), C(C)OCC (ethyl ether), ClC(C)C (2-chloropropane), C(=C)[Si](C)(C)C (vinyltrimethylsilane). RXN SMILES: [Mg].C([O:4][CH2:5][CH3:6])C.Cl[CH:8](C)C.[CH:11]([Si:13]([CH3:16])([CH3:15])[CH3:14])=C>[Cl-].[Na+].O.CC(C)[O-].[Ti+4].CC(C)[O-].CC(C)[O-].CC(C)[O-].C(OCC)(=O)C>[CH3:8][C:5]1([OH:4])[CH2:6][CH:11]1[Si:13]([CH3:16])([CH3:15])[CH3:14] |f:4.5.6,7.8.9.10.11|. Yields the product CC1(C(C1)[Si](C)(C)C)O (1-methyl-1-hydroxy-2-(trimethylsilyl)cyclopropane). Reported procedure: 2.02 g of magnesium and 30 mL of ethyl ether were charged to a 100 mL three-neck round bottom flask to which 6.3 g of 2-chloropropane was then gradually added to prepare a Grignard solution. 10.7 g of titanium (IV) isopropoxide and 3.7 g of vinyltrimethylsilane were added to another 100 mL three-neck round bottom flask cooled to −78° C., and the above-prepared Grignard solution was gradually added thereto over 30 min. The thus-prepared reaction solution was warmed to −50° C. and vigorously stirr... Reactants: CNC (Dimethyl Amine), C(CCCCCCC)(=O)Cl (Octanoyl Chloride). Reaction conditions: temperature 10 celsius, time 30 minute. Product: C(CCCCCCC)(=O)N (Octanamide). As a reaction SMILES: C[NH:2]C.[C:4](Cl)(=[O:12])[CH2:5][CH2:6][CH2:7][CH2:8][CH2:9][CH2:10][CH3:11]>>[C:4]([NH2:2])(=[O:12])[CH2:5][CH2:6][CH2:7][CH2:8][CH2:9][CH2:10][CH3:11]. Reported procedure: 135.03 g of Dimethyl Amine solution is charged at room temperature and cooled to 10±2° C., then Octanoyl Chloride obtained in EXAMPLE 4 is charged at 8 to 12° C. over a period of 2 hours, and the reaction mixture is stirred at 10 to 15° C. for 30 minutes and then stirred at room temperature for 1 hour and the upper organic layer is separated from lower aqueous layer and 29.80 g of Sodium Chloride (20% solution) is added to the organic layer. This organic layer is washed and 9.94 g of Sodium Sulp... Reactants: C(CCCCCCCCCCC)C=1NC2=CC(=CC=C2C1)C(=O)O (2-(n-dodecyl)indole-6-carboxylic acid), Cl (hydrogen chloride), C(C)O (ethanol), C(C)O (ethanol). Yields the product C(CCCCCCCCCCC)C=1NC2=CC(=CC=C2C1)C(=O)OCC (ethyl 2-(n-dodecyl)-indole-6-carboxylate). Reaction SMILES: [CH2:1]([C:13]1[NH:14][C:15]2[C:20]([CH:21]=1)=[CH:19][CH:18]=[C:17]([C:22]([OH:24])=[O:23])[CH:16]=2)[CH2:2][CH2:3][CH2:4][CH2:5][CH2:6][CH2:7][CH2:8][CH2:9][CH2:10][CH2:11][CH3:12].Cl.[CH2:26](O)[CH3:27]>>[CH2:1]([C:13]1[NH:14][C:15]2[C:20]([CH:21]=1)=[CH:19][CH:18]=[C:17]([C:22]([O:24][CH2:26][CH3:27])=[O:23])[CH:16]=2)[CH2:2][CH2:3][CH2:4][CH2:5][CH2:6][CH2:7][CH2:8][CH2:9][CH2:10][CH2:11][CH3:12]. Reported procedure: A solution of 2-(n-dodecyl)indole-6-carboxylic acid (14.0 g) in ethanol (70 ml) containing a solution of hydrogen chloride gas in ethanol (100 ml, of strength 35% w/v) was refluxed for 5 hours. The solid, which crystallised on cooling, was collected, washed with light petroleum ether (b.p. 40°-60° C.) and was recrystallised from ethanol to give ethyl 2-(n-dodecyl)-indole-6-carboxylate (9.1 g), in the form of a pale pink solid, m.p. 83°-86° C.